The task is: describe an organic reaction: reactants, conditions, products, and yield. This data is from the Open Reaction Database (ORD), a public repository of structured organic reaction records. Starting materials: O=C(O)c1ccc(C2CCCc3cncn32)cc1, ClCCCl, [N-]=[N+]=N, O=S(=O)(O)O. Yields the product Nc1ccc(C2CCCc3cncn32)cc1. As a reaction SMILES: [C:1]([OH:2])(=[O:3])[c:4]1[cH:5][cH:6][c:7]([CH:10]2[CH2:11][CH2:12][CH2:13][c:14]3[n:15]2[cH:16][n:17][cH:18]3)[cH:8][cH:9]1.[CH2:27]([Cl:28])[CH2:29][Cl:30].[NH:24]=[N+:25]=[N-:26].[S:19](=[O:20])(=[O:21])([OH:22])[OH:23]>>[c:4]1([NH2:24])[cH:5][cH:6][c:7]([CH:10]2[CH2:11][CH2:12][CH2:13][c:14]3[n:15]2[cH:16][n:17][cH:18]3)[cH:8][cH:9]1. Starting materials: Cl (hydrochloric acid), BrC1=CC(=C(N(CCC)CCCCC(=O)OCC)C=C1)C=O (ethyl 5-(4-bromo-2-formyl-N-propylanilino)pentanoate), CO (methanol), C[O-].[Na+] (sodium methoxide). Run in O (water), COC(OC)=O (dimethylcarbonate). Reaction conditions: temperature 50 celsius. Yields the product BrC=1C=CC2=C(C=C(CCCN2CCC)C(=O)OC)C1 (methyl 8-bromo-1-propyl-1, 2, 3,4-tetrahydro-1-benzazocine-5-carboxylate). Yield: 76.6%. RXN SMILES: [Br:1][C:2]1[CH:20]=[CH:19][C:5]([N:6]([CH2:10][CH2:11][CH2:12][CH2:13][C:14]([O:16][CH2:17]C)=[O:15])[CH2:7][CH2:8][CH3:9])=[C:4]([CH:21]=O)[CH:3]=1.CO.C[O-].[Na+].Cl>COC(=O)OC.O>[Br:1][C:2]1[CH:20]=[CH:19][C:5]2[N:6]([CH2:7][CH2:8][CH3:9])[CH2:10][CH2:11][CH2:12][C:13]([C:14]([O:16][CH3:17])=[O:15])=[CH:21][C:4]=2[CH:3]=1 |f:2.3|. Procedure details: To a solution of ethyl 5-(4-bromo-2-formyl-N-propylanilino)pentanoate (5.0 g) in dimethylcarbonate (100 ml) was added a methanol solution of 28% sodium methoxide (3.5 g), and the mixture was heated at 50° C. for 2 hours under a nitrogen atmosphere. After cooling to 0° C. and neutralization with 1N hydrochloric acid, to the solution was added water, followed by extraction with ethyl acetate. The organic layer was washed with saturated saline, and dried over magnesium sulfate. After distilling off... Product: CCc1cc(-c2ccc(S(=O)(=O)NCc3cc(F)cc(F)c3)s2)c(C)[nH]c1=O. Starting materials: CCc1cc(-c2ccc(S(=O)(=O)Cl)s2)c(C)[nH]c1=O, NCc1cc(F)cc(F)c1. RXN SMILES: [CH2:1]([CH3:2])[c:3]1[cH:4][c:5](-[c:11]2[cH:12][cH:13][c:14]([S:16](=[O:17])(=[O:18])[Cl:19])[s:15]2)[c:6]([CH3:10])[nH:7][c:8]1=[O:9].[F:20][c:21]1[cH:22][c:23]([CH2:24][NH2:25])[cH:26][c:27]([F:29])[cH:28]1>>[CH2:1]([CH3:2])[c:3]1[cH:4][c:5](-[c:11]2[cH:12][cH:13][c:14]([S:16](=[O:17])(=[O:18])[NH:25][CH2:24][c:23]3[cH:22][c:21]([F:20])[cH:28][c:27]([F:29])[cH:26]3)[s:15]2)[c:6]([CH3:10])[nH:7][c:8]1=[O:9]. Starting materials: FC(C(=O)O)(F)F (Trifluoroacetic acid), C(C)(C)(C)OC(C(C1=CC=CC=C1)NS(=O)(=O)C=1C=C(C(=O)O[C@@H](CC2=C(C=[N+](C=C2Cl)[O-])Cl)C2=CC(=C(C=C2)OC)OC)C=CC1)=O ([(1S)-2-(3,5-dichloro-1-oxido-pyridin-1-ium-4-yl)-1-(3,4-dimethoxyphenyl)ethyl] 3-[(2-tert-butoxy-2-oxo-1-phenyl-ethyl)sulfamoyl]benzoate), C1(CCCCC1)N=C=NC1CCCCC1 (N,N′-dicyclohexylcarbodiimide), O.ON1N=NC2=C1C=CC=C2 (1-hydroxybenzotriazole hydrate), N12C[C@@H](C(CC1)CC2)O ((R)-quinuclidin-3-ol), ClC=1C=[N+](C=C(C1C[C@H](OC(=O)C=1C=C(C=CC1)S(=O)(=O)NC(C(=O)O)C1=CC=CC=C1)C1=CC(=C(C=C1)OC)OC)Cl)[O-] (2-[[3-[(1S)-2-(3,5-dichloro-1-oxido-pyridin-1-ium-4-yl)-1-(3,4-dimethoxyphenyl)ethoxy]carbonylphenyl]sulfonylamino]-2-phenyl-acetic acid). Run in ClCCl (dichloromethane), C1CCOC1 (THF), C1(=CC=CC=C1)C (toluene). Reaction conditions: temperature 0 celsius. Product: O=C(C(C1=CC=CC=C1)NS(=O)(=O)C=1C=C(C(=O)O[C@@H](CC2=C(C=[N+](C=C2Cl)[O-])Cl)C2=CC(=C(C=C2)OC)OC)C=CC1)O[C@H]1CN2CCC1CC2 ([(15)-2-(3,5-dichloro-1-oxido-pyridin-1-ium-4-yl)-1-(3,4-dimethoxyphenyl)ethyl] 3-[[2-oxo-1-phenyl-2-[(3R)-quinuclidin-3-yl]oxy-ethyl]sulfamoyl]benzoate). As a reaction SMILES: FC(F)(F)C(O)=O.[C:8]([O:12][C:13](=[O:55])[CH:14]([NH:21][S:22]([C:25]1[CH:26]=[C:27]([CH:52]=[CH:53][CH:54]=1)[C:28]([O:30][C@H:31]([C:42]1[CH:47]=[CH:46][C:45]([O:48][CH3:49])=[C:44]([O:50][CH3:51])[CH:43]=1)[CH2:32][C:33]1[C:38]([Cl:39])=[CH:37][N+:36]([O-:40])=[CH:35][C:34]=1[Cl:41])=[O:29])(=[O:24])=[O:23])[C:15]1[CH:20]=[CH:19][CH:18]=[CH:17][CH:16]=1)([CH3:11])(C)[CH3:9].Cl[C:57]1[CH:58]=[N+:59]([O-])[CH:60]=[C:61](Cl)C=1C[C@@H](C1C=CC(OC)=C(OC)C=1)OC(C1C=C(S(NC(C2C=CC=CC=2)C(O)=O)(=O)=O)C=CC=1)=O.C1(N=C=NC2CCCCC2)CCCCC1.O.ON1C2C=CC=CC=2N=N1.N12CCC(CC1)[C@@H](O)C2>ClCCl.C1COCC1.C1(C)C=CC=CC=1>[O:55]=[C:13]([O:12][C@@H:8]1[CH:9]2[CH2:61][CH2:60][N:59]([CH2:58][CH2:57]2)[CH2:11]1)[CH:14]([NH:21][S:22]([C:25]1[CH:26]=[C:27]([CH:52]=[CH:53][CH:54]=1)[C:28]([O:30][C@H:31]([C:42]1[CH:47]=[CH:46][C:45]([O:48][CH3:49])=[C:44]([O:50][CH3:51])[CH:43]=1)[CH2:32][C:33]1[C:34]([Cl:41])=[CH:35][N+:36]([O-:40])=[CH:37][C:38]=1[Cl:39])=[O:29])(=[O:24])=[O:23])[C:15]1[CH:16]=[CH:17][CH:18]=[CH:19][CH:20]=1 |f:4.5|. Reported procedure: Trifluoroacetic acid (5.0 mL) was added to a stirred solution of [(1S)-2-(3,5-dichloro-1-oxido-pyridin-1-ium-4-yl)-1-(3,4-dimethoxyphenyl)ethyl] 3-[(2-tert-butoxy-2-oxo-1-phenyl-ethyl)sulfamoyl]benzoate (1.0 g, 1.39 mmol) in dichloromethane (5.0 mL) at 0° C., and stirring was maintained at 0° C. for 2.5 hours. The reaction mixture was then stirred at ambient temperature for 30 minutes, after which time toluene (50 mL) was added and the solvent removed under reduced pressure to yield a yellow sol... Starting materials: COC(CCCC(N(C)C1=C(C=C(C=C1)[N+](=O)[O-])[N+](=O)[O-])=O)=O (4-[(2,4-dinitro-phenyl)-methyl-carbamoyl]-butyric acid methyl ester), 98, [H][H] (hydrogen), Cl (hydrochloric acid). The reagents and catalysts are [Pd] (palladium on carbon). Run in CO (methanol). Yields the product Cl.COC(CCCC1=NC2=C(N1C)C=CC(=C2)N)=O (4-(5-Amino-1-methyl-1H-benzoimidazol-2-yl) -butyric acid methyl ester hydrochloride). The yield is 92.0%. RXN SMILES: [CH3:1][O:2][C:3](=[O:23])[CH2:4][CH2:5][CH2:6][C:7](=O)[N:8]([C:10]1[CH:15]=[CH:14][C:13]([N+:16]([O-])=O)=[CH:12][C:11]=1[N+:19]([O-])=O)[CH3:9].[H][H].[ClH:26]>[Pd].CO>[ClH:26].[CH3:1][O:2][C:3](=[O:23])[CH2:4][CH2:5][CH2:6][C:7]1[N:8]([CH3:9])[C:10]2[CH:15]=[CH:14][C:13]([NH2:16])=[CH:12][C:11]=2[N:19]=1 |f:5.6|. Reported procedure: A one-liter Buchi reactor was charged with 20 grams of 4-[(2,4-dinitro-phenyl)-methyl-carbamoyl]-butyric acid methyl ester, 1.0 g of palladium on carbon (dry basis, 10% Pd), and 180 mL of methanol at ambient temperature. The resulting mixture was subjected to hydrogenation at 40 psi overnight (ca. 18 hours) with a hydrogen mass transfer coefficient (kLa) of 0.12 to 0.28. The reaction mixture was filtered through a thin pad of Celite® 540. To the filtrate was added 2.8 mL of concentrated hydrochl...